The task is: describe an organic reaction: reactants, conditions, products, and yield. This data is from the Open Reaction Database (ORD), a public repository of structured organic reaction records. Reactants: COB(OC)OC, Cl, CCCC1CCc2cc(OS(=O)(=O)C(F)(F)F)ccc2C1, OB(O)Oc1cc(F)c(F)c(F)c1, Fc1cc(Br)cc(F)c1F, [K+], [K+], [K+], [Mg], CN(C)C=O, O, O=P([O-])([O-])[O-], c1ccc(P(c2ccccc2)(c2ccccc2)[Pd](P(c2ccccc2)(c2ccccc2)c2ccccc2)(P(c2ccccc2)(c2ccccc2)c2ccccc2)P(c2ccccc2)(c2ccccc2)c2ccccc2)cc1. Yields the product CCCC1CCc2cc(-c3cc(F)c(F)c(F)c3)ccc2C1. RXN SMILES: [CH3:46][O:47][B:48]([O:49][CH3:50])[O:51][CH3:52].[ClH:53].[F:1][C:2]([F:3])([F:4])[S:5]([O:6][c:7]1[cH:8][c:9]2[c:14]([cH:15][cH:16]1)[CH2:13][CH:12]([CH2:17][CH2:18][CH3:19])[CH2:11][CH2:10]2)(=[O:20])=[O:21].[F:22][c:23]1[cH:24][c:25]([O:31][B:32]([OH:33])[OH:34])[cH:26][c:27]([F:30])[c:28]1[F:29].[F:35][c:36]1[cH:37][c:38]([Br:39])[cH:40][c:41]([F:42])[c:43]1[F:44].[K+:59].[K+:60].[K+:61].[Mg:45].[O:62]=[CH:63][N:64]([CH3:65])[CH3:66].[OH2:144].[P:54]([O-:55])([O-:56])([O-:57])=[O:58].[cH:67]1[cH:68][cH:69][c:70]([P:71]([Pd:72]([P:73]([c:74]2[cH:75][cH:76][cH:77][cH:78][cH:79]2)([c:80]2[cH:81][cH:82][cH:83][cH:84][cH:85]2)[c:86]2[cH:87][cH:88][cH:89][cH:90][cH:91]2)([P:92]([c:93]2[cH:94][cH:95][cH:96][cH:97][cH:98]2)([c:99]2[cH:100][cH:101][cH:102][cH:103][cH:104]2)[c:105]2[cH:106][cH:107][cH:108][cH:109][cH:110]2)[P:111]([c:112]2[cH:113][cH:114][cH:115][cH:116][cH:117]2)([c:118]2[cH:119][cH:120][cH:121][cH:122][cH:123]2)[c:124]2[cH:125][cH:126][cH:127][cH:128][cH:129]2)([c:130]2[cH:131][cH:132][cH:133][cH:134][cH:135]2)[c:136]2[cH:137][cH:138][cH:139][cH:140][cH:141]2)[cH:142][cH:143]1>>[c:7]1(-[c:25]2[cH:24][c:23]([F:22])[c:28]([F:29])[c:27]([F:30])[cH:26]2)[cH:8][c:9]2[c:14]([cH:15][cH:16]1)[CH2:13][CH:12]([CH2:17][CH2:18][CH3:19])[CH2:11][CH2:10]2. Starting materials: BrC1=CC=C2C(=N1)N(C=C2C)C (6-bromo-1,3-dimethyl-1H-pyrrolo[2,3-b]pyridine), B1(OC(C(O1)(C)C)(C)C)B2OC(C(O2)(C)C)(C)C (bis(pinacolato)diboron), ClCCl (dichloromethane), C(C)(=O)[O-].[K+] (potassium acetate), C(C)(C)(C)O[C@@H](C(=O)OCC)C1=C(C2=C(N=C(S2)C2=CC(=NC=C2)Cl)C=C1C)C1=CC=C(C=C1)Cl ((R)-ethyl 2-tert-butoxy-2-(7-(4-chlorophenyl)-2-(2-chloropyridin-4-yl)-5-methylbenzo[d]thiazol-6-yl)acetate), C(=O)([O-])[O-].[K+].[K+] (K2CO3). Reagents/catalysts: C=1C=CC(=CC1)[P](C=2C=CC=CC2)(C=3C=CC=CC3)[Pd]([P](C=4C=CC=CC4)(C=5C=CC=CC5)C=6C=CC=CC6)([P](C=7C=CC=CC7)(C=8C=CC=CC8)C=9C=CC=CC9)[P](C=1C=CC=CC1)(C=1C=CC=CC1)C=1C=CC=CC1 (tetrakis(triphenylphosphine)palladium(0)). The solvent is O1CCOCC1 (dioxane), O (water). Conditions: temperature 100 celsius. The product is C(C)(C)(C)O[C@H](C(=O)OCC)C1=C(C2=C(N=C(S2)C2=CC(=NC=C2)C=2C=C3C(=NC2)N(C=C3C)C)C=C1C)C1=CC=C(C=C1)Cl ((S)-ethyl 2-tert-butoxy-2-(7-(4-chlorophenyl)-2-(2-(1,3-dimethyl-1H-pyrrolo[2,3-b]pyridin-5-yl)pyridine-4-yl)-5-methylbenzo[d]thiazol-6-yl)acetate). As a reaction SMILES: Br[C:2]1[N:7]=[C:6]2[N:8]([CH3:12])[CH:9]=[C:10]([CH3:11])[C:5]2=[CH:4][CH:3]=1.B1(B2OC(C)(C)C(C)(C)O2)OC(C)(C)C(C)(C)O1.ClCCl.C([O-])(=O)C.[K+].[C:39]([O:43][C@H:44]([C:50]1[C:65]([CH3:66])=[CH:64][C:53]2[N:54]=[C:55]([C:57]3[CH:62]=[CH:61][N:60]=[C:59](Cl)[CH:58]=3)[S:56][C:52]=2[C:51]=1[C:67]1[CH:72]=[CH:71][C:70]([Cl:73])=[CH:69][CH:68]=1)[C:45]([O:47][CH2:48][CH3:49])=[O:46])([CH3:42])([CH3:41])[CH3:40].C([O-])([O-])=O.[K+].[K+]>O1CCOCC1.C1C=CC([P]([Pd]([P](C2C=CC=CC=2)(C2C=CC=CC=2)C2C=CC=CC=2)([P](C2C=CC=CC=2)(C2C=CC=CC=2)C2C=CC=CC=2)[P](C2C=CC=CC=2)(C2C=CC=CC=2)C2C=CC=CC=2)(C2C=CC=CC=2)C2C=CC=CC=2)=CC=1.O>[C:39]([O:43][C@@H:44]([C:50]1[C:65]([CH3:66])=[CH:64][C:53]2[N:54]=[C:55]([C:57]3[CH:62]=[CH:61][N:60]=[C:59]([C:3]4[CH:4]=[C:5]5[C:10]([CH3:11])=[CH:9][N:8]([CH3:12])[C:6]5=[N:7][CH:2]=4)[CH:58]=3)[S:56][C:52]=2[C:51]=1[C:67]1[CH:68]=[CH:69][C:70]([Cl:73])=[CH:71][CH:72]=1)[C:45]([O:47][CH2:48][CH3:49])=[O:46])([CH3:40])([CH3:41])[CH3:42] |f:3.4,6.7.8,^1:89,91,110,129|. Procedure details: To a solution of 6-bromo-1,3-dimethyl-1H-pyrrolo[2,3-b]pyridine (15 mg, 0.067 mmol) in dioxane (1 mL) was added bis(pinacolato)diboron (20 mg, 0.080 mmol), [1,1′-Bis(diphenylphosphino)ferrocene]dichloropalladium(II) complex with dichloromethane (5.5 mg, 0.0067 mmol), potassium acetate (20 mg, 0.201 mmol). The mixture was degassed and heated at 100° C. for 2 h. The mixture was cooled, and then added (R)-ethyl 2-tert-butoxy-2-(7-(4-chlorophenyl)-2-(2-chloropyridin-4-yl)-5-methylbenzo[d]thiazol-6-y... Reactants: C1(=CC=CC=C1)CC#N (Phenylacetonitrile), BrC1=NC=CC=C1 (2-bromopyridine), [NH2-].[Na+] (sodium amide), [OH-].[Na+] (sodium hydroxide). Run in O (water), C1(=CC=CC=C1)C (toluene), C1(=CC=CC=C1)C (toluene). Reaction conditions: temperature 25 celsius, time 3 hour. Yields the product C1(=CC=CC=C1)C(C#N)C1=NC=CC=C1 (αPhenyl-α-(2-pyridyl)acetonitrile). Reaction SMILES: [C:1]1([CH2:7][C:8]#[N:9])[CH:6]=[CH:5][CH:4]=[CH:3][CH:2]=1.[NH2-].[Na+].[OH-].[Na+].Br[C:15]1[CH:20]=[CH:19][CH:18]=[CH:17][N:16]=1>O.C1(C)C=CC=CC=1>[C:1]1([CH:7]([C:15]2[CH:20]=[CH:19][CH:18]=[CH:17][N:16]=2)[C:8]#[N:9])[CH:6]=[CH:5][CH:4]=[CH:3][CH:2]=1 |f:1.2,3.4|. Reported procedure: Phenylacetonitrile 46.8 grams (0.40 mole) was added dropwise to a stirred suspension of 31.2 g. (0.80 mole) of powdered sodium amide in 200 ml. of dry toluene in an oven-dried, 2-liter, three-neck round bottom flask, equipped with dropping funnel, thermometer, stirrer and sodium hydroxide-protected condenser. During the addition, the temperature was maintained at 30°-35°C. with ice bath cooling. Afterwards, the mixture was brought slowly to reflux and maintained there for 41/2 hours with continu... Reactants: COC1=NC=CC=C1OC (2,3-dimethoxypyridine), C(=O)(O)[O-].[Na+] (NaHCO3), BrBr (bromine). The solvent is ClCCl (dichloromethane). Conditions: temperature 25 celsius, time 2 hour. Yields the product BrC=1C=C(C(=NC1)OC)OC (5-bromo-2,3-dimethoxypyridine). RXN SMILES: [CH3:1][O:2][C:3]1[C:8]([O:9][CH3:10])=[CH:7][CH:6]=[CH:5][N:4]=1.C([O-])(O)=O.[Na+].[Br:16]Br>ClCCl>[Br:16][C:6]1[CH:7]=[C:8]([O:9][CH3:10])[C:3]([O:2][CH3:1])=[N:4][CH:5]=1 |f:1.2|. Procedure: To a solution of 2,3-dimethoxypyridine (4-1, 2.5 g, 18.0 mmol, 1.0 equiv) in dichloromethane:saturated NaHCO3 (80 mL: 40 mL) at 0° C. was added bromine (0.93 mL, 18.0 mmol, 1.0 equiv) and the reaction mixture was stirred for 2 h at 25° C. The reaction mixture was quenched with solid Na2SO3 (˜10 g) and the aqueous phase was extracted with dichloromethane (3×100 mL). The organic phase was dried over magnesium sulfate and concentrated. The residue was purified via normal phase chromatography (0 to ... Starting materials: [BH3-]C#N, CO, CC=O, ClC(Cl)Cl, O=C(OC1CCNCC1)C(O)(c1ccc(Cl)cc1)C1CCC(F)(F)C1, [Na+]. Yields the product CCN1CCC(OC(=O)C(O)(c2ccc(Cl)cc2)C2CCC(F)(F)C2)CC1. As a reaction SMILES: [C:29]([BH3-:30])#[N:31].[CH3:33][OH:34].[CH:26]([CH3:27])=[O:28].[CH:35]([Cl:36])([Cl:37])[Cl:38].[F:1][C:2]1([F:25])[CH2:3][CH:4]([C:7]([C:8](=[O:9])[O:10][CH:11]2[CH2:12][CH2:13][NH:14][CH2:15][CH2:16]2)([c:17]2[cH:18][cH:19][c:20]([Cl:23])[cH:21][cH:22]2)[OH:24])[CH2:5][CH2:6]1.[Na+:32]>>[F:1][C:2]1([F:25])[CH2:3][CH:4]([C:7]([C:8](=[O:9])[O:10][CH:11]2[CH2:12][CH2:13][N:14]([CH2:26][CH3:27])[CH2:15][CH2:16]2)([c:17]2[cH:18][cH:19][c:20]([Cl:23])[cH:21][cH:22]2)[OH:24])[CH2:5][CH2:6]1. The reactants are O1C=CC=2CNCC(C21)O (4,5,6,7-tetrahydrofuro[3,2-c]pyridin-7-ol), C(#N)C1=CC=C(C2=CC=CC=C12)F (4-cyano-1-fluoronaphthalene). The product is C(#N)C1=CC=C(C2=CC=CC=C12)OC1C2=C(CNC1)C=CO2 (7-(4-Cyanonaphthalen-1-yloxy)-4,5,6,7-tetrahydrofuro[3,2-c]pyridine). RXN SMILES: [O:1]1[C:9]2[CH:8]([OH:10])[CH2:7][NH:6][CH2:5][C:4]=2[CH:3]=[CH:2]1.[C:11]([C:13]1[C:22]2[C:17](=[CH:18][CH:19]=[CH:20][CH:21]=2)[C:16](F)=[CH:15][CH:14]=1)#[N:12]>>[C:11]([C:13]1[C:22]2[C:17](=[CH:18][CH:19]=[CH:20][CH:21]=2)[C:16]([O:10][CH:8]2[CH2:7][NH:6][CH2:5][C:4]3[CH:3]=[CH:2][O:1][C:9]2=3)=[CH:15][CH:14]=1)#[N:12]. Reported procedure: The same method as in Example 1 was conducted using 4,5,6,7-tetrahydrofuro[3,2-c]pyridin-7-ol (Reference Example 33) instead of 6-methyl-4,5,6,7-tetrahydrothieno[2,3-c]pyridin-4-ol (Reference Example 6) and was conducted using 4-cyano-1-fluoronaphthalene instead of 1-fluoronaphthalene to give the objective compound. Reactants: CC(C)(C)OC(=O)NC1CSCC(Cc2cc(F)c([N+](=O)[O-])c(F)c2)C1O, CC(O)C(F)(F)F, [K+], [OH-]. The product is CC(Oc1cc(CC2CSCC(NC(=O)OC(C)(C)C)C2O)cc(F)c1[N+](=O)[O-])C(F)(F)F. As a reaction SMILES: [C:1]([CH3:2])([CH3:3])([CH3:4])[O:5][C:6]([NH:7][CH:8]1[CH2:9][S:10][CH2:11][CH:12]([CH2:15][c:16]2[cH:17][c:18]([F:26])[c:19]([N+:23](=[O:24])[O-:25])[c:20]([F:22])[cH:21]2)[CH:13]1[OH:14])=[O:27].[F:30][C:31]([CH:32]([CH3:33])[OH:34])([F:35])[F:36].[K+:29].[OH-:28]>>[C:1]([CH3:2])([CH3:3])([CH3:4])[O:5][C:6]([NH:7][CH:8]1[CH2:9][S:10][CH2:11][CH:12]([CH2:15][c:16]2[cH:17][c:18]([F:26])[c:19]([N+:23](=[O:24])[O-:25])[c:20]([O:34][CH:32]([C:31]([F:30])([F:35])[F:36])[CH3:33])[cH:21]2)[CH:13]1[OH:14])=[O:27]. Starting materials: N12C[C@@H](C(CC1)CC2)O ((R)-quinuclidin-3-ol), C(C)(C)(C)OC(=O)N[C@H](C(=O)O)CC1=CC=CC=C1 ((S)-2-(tert-butoxycarbonylamino)-3-phenylpropanoic acid), C1CCC(CC1)N=C=NC2CCCCC2 (DCC), C=1C=CC2=C(C1)N=NN2O (HOBT). Run in C1CCOC1 (THF). Run at time 30 minute. Product: C(C)(C)(C)OC(=O)N[C@H](C(=O)O[C@H]1CN2CCC1CC2)CC2=CC=CC=C2 ((S)—((R)-quinuclidin-3-yl) 2-(tert-butoxycarbonylamino)-3-phenylpropanoate). Isolated yield 85.2%. Reaction SMILES: [C:1]([O:5][C:6]([NH:8][C@@H:9]([CH2:13][C:14]1[CH:19]=[CH:18][CH:17]=[CH:16][CH:15]=1)[C:10]([OH:12])=[O:11])=[O:7])([CH3:4])([CH3:3])[CH3:2].C1CCC(N=C=NC2CCCCC2)CC1.C1C=CC2N(O)N=NC=2C=1.[N:45]12[CH2:52][CH2:51][CH:48]([CH2:49][CH2:50]1)[C@@H:47](O)[CH2:46]2>C1COCC1>[C:1]([O:5][C:6]([NH:8][C@@H:9]([CH2:13][C:14]1[CH:15]=[CH:16][CH:17]=[CH:18][CH:19]=1)[C:10]([O:12][C@@H:47]1[CH:48]2[CH2:51][CH2:52][N:45]([CH2:50][CH2:49]2)[CH2:46]1)=[O:11])=[O:7])([CH3:4])([CH3:2])[CH3:3]. Reported procedure: A mixture of (S)-2-(tert-butoxycarbonylamino)-3-phenylpropanoic acid (500 mg, 1.88 mmol), DCC (467 mg, 2.26 mmol), and HOBT (346 mg, 2.26 mmol) in dry THF (15 ml) was stirred for 30 minutes at RT. Then (R)-quinuclidin-3-ol (288 mg, 2.26 mmol) was added portionwise and the reaction was stirred at RT for 16 hours. The solvent was evaporated, the residue was dissolved in EtOAc, and the insoluble was removed by filtration. The organic phase was washed with saturated NaHCO3 and brine, dried over Na2S...